From a dataset of the Open Reaction Database (ORD), a public repository of structured organic reaction records. describe an organic reaction: reactants, conditions, products, and yield Reactants: C(C)N(C(=O)NC=1C(=NN(C1)C1OCCCC1)C1=NC2=C(N1)C=C(C(=C2)F)N2CCOCCC2)CC (1,1-diethyl-3-[3-(5-fluoro-6-perhydro-1,4-oxazepin-4-yl-1H-benzimidazol-2-yl)-1-(tetrahydropyran-2-yl)-1H-pyrazol-4-yl]urea), solution, Cl (hydrochloric acid). Run in O1CCOCC1 (dioxane), C(C)(C)OC(C)C (isopropyl ether). Run at temperature 22 celsius. The product is C(C)N(C(=O)NC=1C(=NNC1)C1=NC2=C(N1)C=C(C(=C2)F)N2CCOCCC2)CC (1,1-diethyl-3-[3-(5-fluoro-6-perhydro-1,4-oxazepin-4-yl-1H-benzimidazol-2-yl)-1H-pyrazol-4-yl]urea). Yield: 72.8%. As a reaction SMILES: [CH2:1]([N:3]([CH2:35][CH3:36])[C:4]([NH:6][C:7]1[C:8]([C:18]2[NH:22][C:21]3[CH:23]=[C:24]([N:28]4[CH2:34][CH2:33][CH2:32][O:31][CH2:30][CH2:29]4)[C:25]([F:27])=[CH:26][C:20]=3[N:19]=2)=[N:9][N:10](C2CCCCO2)[CH:11]=1)=[O:5])[CH3:2].Cl>O1CCOCC1.C(OC(C)C)(C)C>[CH2:35]([N:3]([CH2:1][CH3:2])[C:4]([NH:6][C:7]1[C:8]([C:18]2[NH:22][C:21]3[CH:23]=[C:24]([N:28]4[CH2:34][CH2:33][CH2:32][O:31][CH2:30][CH2:29]4)[C:25]([F:27])=[CH:26][C:20]=3[N:19]=2)=[N:9][NH:10][CH:11]=1)=[O:5])[CH3:36]. Reported procedure: A solution of 380 mg of 1,1-diethyl-3-[3-(5-fluoro-6-perhydro-1,4-oxazepin-4-yl-1H-benzimidazol-2-yl)-1-(tetrahydropyran-2-yl)-1H-pyrazol-4-yl]urea in solution in 5 mL of a 4N solution of hydrochloric acid in dioxane is stirred at 22° C. for 2 hours. The reaction medium is concentrated under vacuum in a rotary evaporator, and then again reacted at 22° C. for 16 hours with 5 mL of a 4N solution of hydrochloric acid in dioxane is stirred at 22° C. The reaction medium is concentrated under vacuum i... The reactants are CC(C)(C)OC(=O)N1CCC1COc1cncc([Sn](C)(C)C)c1, Ic1cccc(CCOCc2ccccc2)c1, [Cu]I, CN(C)C=O, c1ccc(P(c2ccccc2)(c2ccccc2)[Pd](P(c2ccccc2)(c2ccccc2)c2ccccc2)(P(c2ccccc2)(c2ccccc2)c2ccccc2)P(c2ccccc2)(c2ccccc2)c2ccccc2)cc1. Yields the product CC(C)(C)OC(=O)N1CCC1COc1cncc(-c2cccc(CCOCc3ccccc3)c2)c1. Reaction SMILES: [C:1]([CH3:2])([CH3:3])([CH3:4])[O:5][C:6](=[O:7])[N:8]1[CH:9]([CH2:12][O:13][c:14]2[cH:15][n:16][cH:17][c:18]([Sn:20]([CH3:21])([CH3:22])[CH3:23])[cH:19]2)[CH2:10][CH2:11]1.[CH2:24]([c:25]1[cH:26][cH:27][cH:28][cH:29][cH:30]1)[O:31][CH2:32][CH2:33][c:34]1[cH:35][c:36]([I:40])[cH:37][cH:38][cH:39]1.[Cu:41][I:42].[O:120]=[CH:121][N:122]([CH3:123])[CH3:124].[cH:43]1[cH:44][cH:45][c:46]([P:47]([Pd:48]([P:49]([c:50]2[cH:51][cH:52][cH:53][cH:54][cH:55]2)([c:56]2[cH:57][cH:58][cH:59][cH:60][cH:61]2)[c:62]2[cH:63][cH:64][cH:65][cH:66][cH:67]2)([P:68]([c:69]2[cH:70][cH:71][cH:72][cH:73][cH:74]2)([c:75]2[cH:76][cH:77][cH:78][cH:79][cH:80]2)[c:81]2[cH:82][cH:83][cH:84][cH:85][cH:86]2)[P:87]([c:88]2[cH:89][cH:90][cH:91][cH:92][cH:93]2)([c:94]2[cH:95][cH:96][cH:97][cH:98][cH:99]2)[c:100]2[cH:101][cH:102][cH:103][cH:104][cH:105]2)([c:106]2[cH:107][cH:108][cH:109][cH:110][cH:111]2)[c:112]2[cH:113][cH:114][cH:115][cH:116][cH:117]2)[cH:118][cH:119]1>>[C:1]([CH3:2])([CH3:3])([CH3:4])[O:5][C:6](=[O:7])[N:8]1[CH:9]([CH2:12][O:13][c:14]2[cH:15][n:16][cH:17][c:18](-[c:36]3[cH:35][c:34]([CH2:33][CH2:32][O:31][CH2:24][c:25]4[cH:26][cH:27][cH:28][cH:29][cH:30]4)[cH:39][cH:38][cH:37]3)[cH:19]2)[CH2:10][CH2:11]1. The reactants are Cl (HCl), C(C)(C)(C)OC(=O)N1CCN(CC1)S(=O)(=O)C1=CC(=CC=C1)O (4-(3-hydroxy-benzenesulfonyl)-piperazine-1-carboxylic acid tert-butyl ester). Run in CCOC(=O)C (EtOAc). Run at time 10 minute. Product: Cl.N1(CCNCC1)S(=O)(=O)C=1C=C(C=CC1)O (3-(Piperazin-1-ylsulfonyl)phenol Hydrochloride). As a reaction SMILES: [ClH:1].C(OC([N:9]1[CH2:14][CH2:13][N:12]([S:15]([C:18]2[CH:23]=[CH:22][CH:21]=[C:20]([OH:24])[CH:19]=2)(=[O:17])=[O:16])[CH2:11][CH2:10]1)=O)(C)(C)C>CCOC(C)=O>[ClH:1].[N:12]1([S:15]([C:18]2[CH:19]=[C:20]([OH:24])[CH:21]=[CH:22][CH:23]=2)(=[O:17])=[O:16])[CH2:11][CH2:10][NH:9][CH2:14][CH2:13]1 |f:3.4|. Procedure details: HCl gas was bubbled into a solution of 4-(3-hydroxy-benzenesulfonyl)-piperazine-1-carboxylic acid tert-butyl ester (2.3 g, 9.5 mmol) in EtOAc (100 mL) at −20° C. with stirring for 10 min. The solution was stoppered, stirred for 1 h, purged with Ar for 15 min, then concentrated in vacuo to the title compound as a white solid. 1H NMR (d6-DMSO) δ 8.97, br s, 1H), 7.50 (t, 1H, J=8 Hz), 7.12-7.19 (m, 2H), 3.175 (d, 2H, J=5 Hz), 3.12 (t, 2H, J=5 Hz). Starting materials: C1(=CC=CC=C1)SC1=C(C(=O)O)C=CC(=C1)C(F)(F)F (2-(phenylsulphenyl)-4-trifluoromethylbenzoic acid), S(=O)(Cl)Cl (thionyl chloride), CN(C)C=O (DMF). Reagents/catalysts: ClC(C)Cl (dichloroethane). The product is C1(=CC=CC=C1)SC1=C(C(=O)OC)C=CC(=C1)C(F)(F)F (methyl 2-(phenylsulphenyl)-4-trifluoromethylbenzoate). As a reaction SMILES: [C:1]1([S:7][C:8]2[CH:16]=[C:15]([C:17]([F:20])([F:19])[F:18])[CH:14]=[CH:13][C:9]=2[C:10]([OH:12])=[O:11])[CH:6]=[CH:5][CH:4]=[CH:3][CH:2]=1.S(Cl)(Cl)=O.[CH3:25]N(C=O)C>ClC(Cl)C>[C:1]1([S:7][C:8]2[CH:16]=[C:15]([C:17]([F:20])([F:18])[F:19])[CH:14]=[CH:13][C:9]=2[C:10]([O:12][CH3:25])=[O:11])[CH:2]=[CH:3][CH:4]=[CH:5][CH:6]=1. Procedure details: A solution of 2-(phenylsulphenyl)-4-trifluoromethylbenzoic acid (11.5 g) and thionyl chloride (11.4 g) in dichloroethane containing a few drops of DMF was heated at reflux for 1.5 hours. The mixture was evaporated to dryness and methanol was added. The mixture was heated at reflux for 1 hour and evaporated to dryness. It was treated with water and extracted with ether, washed with sodium carbonate solution (2M), water, dried (Na2SO4) and filtered. The flitrate was evaporated to dryness and the r...